This data is from the Open Reaction Database (ORD), a public repository of structured organic reaction records. The task is: describe an organic reaction: reactants, conditions, products, and yield As a reaction SMILES: [Br:1][c:2]1[cH:3][cH:4][c:5]([CH2:6][N:7]([CH2:8][C:9](=[O:10])[O:11][CH2:12][c:13]2[cH:14][cH:15][cH:16][cH:17][cH:18]2)[C:19](=[O:20])[O:21][C:22]([CH3:23])([CH3:24])[CH3:25])[cH:26][cH:27]1.[CH2:30]1[O:31][CH2:32][CH2:33][CH2:34]1.[Li+:29].[OH-:28]>>[Br:1][c:2]1[cH:3][cH:4][c:5]([CH2:6][N:7]([CH2:8][C:9](=[O:10])[OH:11])[C:19](=[O:20])[O:21][C:22]([CH3:23])([CH3:24])[CH3:25])[cH:26][cH:27]1. Yields the product CC(C)(C)OC(=O)N(CC(=O)O)Cc1ccc(Br)cc1. Reactants: CC(C)(C)OC(=O)N(CC(=O)OCc1ccccc1)Cc1ccc(Br)cc1, C1CCOC1, [Li+], [OH-].